This data is from the Open Reaction Database (ORD), a public repository of structured organic reaction records. The task is: describe an organic reaction: reactants, conditions, products, and yield Reactants: O=C1CCC(C2CCCCC2)CC1, O=C(CNc1noc2ccc(C(F)(F)F)cc12)NC1CNC1. Product: O=C(CNc1noc2ccc(C(F)(F)F)cc12)NC1CN(C2CCC(C3CCCCC3)CC2)C1. Reaction SMILES: [CH:23]1([CH:30]2[CH2:31][CH2:32][CH2:33][CH2:34][CH2:35]2)[CH2:24][CH2:25][C:26](=[O:29])[CH2:27][CH2:28]1.[NH:1]1[CH2:2][CH:3]([NH:5][C:6]([CH2:7][NH:8][c:9]2[n:10][o:11][c:12]3[c:13]2[cH:14][c:15]([C:18]([F:19])([F:20])[F:21])[cH:16][cH:17]3)=[O:22])[CH2:4]1>>[N:1]1([CH:26]2[CH2:25][CH2:24][CH:23]([CH:30]3[CH2:31][CH2:32][CH2:33][CH2:34][CH2:35]3)[CH2:28][CH2:27]2)[CH2:2][CH:3]([NH:5][C:6]([CH2:7][NH:8][c:9]2[n:10][o:11][c:12]3[c:13]2[cH:14][c:15]([C:18]([F:19])([F:20])[F:21])[cH:16][cH:17]3)=[O:22])[CH2:4]1. Reactants: 64, BrC=1C=C(C=CC1C)C(C)=O (1-(3-bromo-4-methylphenyl)-1-ethanone), C(CCC)O (1-butanol), BrBr (bromine), CC1=CC=C(C=C1)S(=O)(=O)O (4-methylbenzenesulfonic acid). Run in C1=CC=CC=C1 (benzene), C(CO)O (1,2-ethanediol), O (water). The product is 57, BrCC1(OCCO1)C1=CC(=C(C=C1)C)Br (2-(bromomethyl)-2-(3-bromo-4-methylphenyl)-1,3-dioxolane). Yield: 57.0%. RXN SMILES: [Br:1][C:2]1[CH:3]=[C:4]([C:9](=[O:11])[CH3:10])[CH:5]=[CH:6][C:7]=1[CH3:8].[CH2:12]([OH:16])[CH2:13]CC.[Br:17]Br.CC1C=CC(S(O)(=O)=O)=CC=1>O.C1C=CC=CC=1.C(O)CO>[Br:17][CH2:10][C:9]1([C:4]2[CH:5]=[CH:6][C:7]([CH3:8])=[C:2]([Br:1])[CH:3]=2)[O:16][CH2:12][CH2:13][O:11]1. Reported procedure: To a stirred and hot (50° C) solution of 64 parts of 1-(3-bromo-4-methylphenyl)-1-ethanone in 160 parts of 1-butanol are added dropwise, during a 1 hour-period, 48 parts of bromine without external heating. After stirring for 1 hour at room temperature, there are added successively 21.7 parts of 1,2-ethanediol, 6 parts of 4-methylbenzenesulfonic acid and 720 parts of benzene and the whole is stirred and refluxed overnight with water-separator. The reaction mixture is evaporated and the residue i... Reactants: ClC1=C(C(=O)O)C=CC=N1 (2-chloronicotinic acid), C(#N)CNC(=O)[C@H]1[C@@H](CCCC1)CS(=O)(=O)C1=CC=C(C=C1)SCCN (trans-N-cyanomethyl-2-[4-(aminoethylsulfanyl)benzenesulfonylmethyl]cyclohexanecarboxamide), C(C)(C)N(CC)C(C)C (diisopropylethylamine). The solvent is O1CCCC1 (tetrahydrofuran). Conditions: time 8 hour. Yields the product S(C)(=O)(=O)O.C(#N)CNC(=O)[C@H]1[C@@H](CCCC1)CS(=O)(=O)C1=CC=C(C=C1)SCCNC=1C(=NC=CC1)Cl (trans-N-cyanomethyl-2-[4-(2-(2-chloropyridin-3-yl)aminoethylsulfanyl)-benzenesulfonylmethyl]cyclohexanecarboxamide mesylate salt). RXN SMILES: [Cl:1][C:2]1[N:10]=[CH:9][CH:8]=[CH:7][C:3]=1C(O)=[O:5].[C:11]([CH2:13][NH:14][C:15]([C@@H:17]1[CH2:22][CH2:21][CH2:20][CH2:19][C@H:18]1[CH2:23][S:24]([C:27]1[CH:32]=[CH:31][C:30]([S:33][CH2:34][CH2:35][NH2:36])=[CH:29][CH:28]=1)(=[O:26])=[O:25])=[O:16])#[N:12].C(N(C(C)C)CC)(C)C>O1CCCC1>[S:24]([OH:25])(=[O:26])(=[O:5])[CH3:27].[C:11]([CH2:13][NH:14][C:15]([C@@H:17]1[CH2:22][CH2:21][CH2:20][CH2:19][C@H:18]1[CH2:23][S:24]([C:27]1[CH:32]=[CH:31][C:30]([S:33][CH2:34][CH2:35][NH:36][C:3]2[C:2]([Cl:1])=[N:10][CH:9]=[CH:8][CH:7]=2)=[CH:29][CH:28]=1)(=[O:25])=[O:26])=[O:16])#[N:12] |f:4.5|. Reported procedure: To a mixture of 2-chloronicotinic acid (20 mg, 0.112 mmol), and trans-N-cyanomethyl-2-[4-(aminoethylsulfanyl)benzenesulfonylmethyl]cyclohexanecarboxamide (50 mg, 0.102 mmol) in tetrahydrofuran (1 mL) was added diisopropylethylamine (71 μL, 0.407 mmol). The reaction mixture was stirred overnight at room temperature, then purified directly on a short plug of silica gel (0-10% methanol/dichloromethane) to give the title compound. MS [ESI, (M+H)+] m/z 535 amu, MS [ESI, (M+Na)+] m/z=557 amu. Reactants: N (ammonia), C(\C=C/C(=O)O)(=O)O (maleic acid). The solvent is O (water), O (water). Yields the product NC(CC(=O)O)C(=O)O (D,L-aspartic acid). Yield: 95.7%. RXN SMILES: [NH3:1].[C:2]([OH:9])(=[O:8])/[CH:3]=[CH:4]\[C:5]([OH:7])=[O:6]>O>[NH2:1][CH:3]([C:2]([OH:9])=[O:8])[CH2:4][C:5]([OH:7])=[O:6]. Procedure: The mother liquor and the washing water from Example 11 are combined. Then water and ammonia are added until 2780 ml of a 20% strength aqueous solution with a pH of 10.5 are obtained. This solution is reacted as described in Example 9 and subsequently concentrated as in Example 10. 1453 ml of a bottom product remain. D,L-aspartic acid is then precipitated as described in Example 11 by adding 323 g (2.78 mol) of maleic acid. Drying results in 382 g (2.87 mol) of D,L-aspartic acid, corresponding t... The reactants are CC=1C(=NC=C(C1)C(=C)C)[N+](=O)[O-] (3-methyl-2-nitro-5-(prop-1-en-2-yl)pyridine). Reagents/catalysts: [Pd] (Pd/C). Solvent: C(C)O (ethanol). The product is C(C)(C)C=1C=C(C(=NC1)N)C (5-isopropyl-3-methylpyridin-2-amine). Isolated yield 95.0%. Reaction SMILES: [CH3:1][C:2]1[C:3]([N+:11]([O-])=O)=[N:4][CH:5]=[C:6]([C:8]([CH3:10])=[CH2:9])[CH:7]=1>C(O)C.[Pd]>[CH:8]([C:6]1[CH:7]=[C:2]([CH3:1])[C:3]([NH2:11])=[N:4][CH:5]=1)([CH3:10])[CH3:9]. Procedure: 3-methyl-2-nitro-5-(prop-1-en-2-yl)pyridine (221 mg, 1.24 mmol) was dissolved in ethanol (25 mL) and hydrogenated using a H-cube flow hydrogenator (settings: 20° C., 1 bar, 1 mL/min flow rate) and a 10% Pd/C CatCart (30 mm) as the catalyst. The collected solution was concentration in vacuo to give the title compound (177 mg, 95%). LCMS (2 min, formic) Rt 0.50 min, m/z (ES+) 151 (M+H).